This data is from the Open Reaction Database (ORD), a public repository of structured organic reaction records. The task is: describe an organic reaction: reactants, conditions, products, and yield Starting materials: ClC1=CC2=C(NC(=N2)C(C(F)(F)F)=O)C=C1Cl (1-(5,6-Dichloro-1H-benzoimidazol-2-yl)-2,2,2-trifluoro-ethanone), Cl (HCl), BrCC#CC (1-bromo-2-butyne), [In] (indium). Run in C1CCOC1 (THF), O (water), C(C)(=O)OCC (ethyl acetate). Product: ClC1=CC2=C(NC(=N2)C(C(F)(F)F)(C(=C=C)C)O)C=C1Cl (2-(5,6-Dichloro-1H-benzoimidazol-2-yl)-1,1,1-trifluoro-3-methyl-pent-3,4-dien-2-ol). RXN SMILES: [Cl:1][C:2]1[C:16]([Cl:17])=[CH:15][C:5]2[NH:6][C:7]([C:9](=[O:14])[C:10]([F:13])([F:12])[F:11])=[N:8][C:4]=2[CH:3]=1.Br[CH2:19][C:20]#[C:21][CH3:22].[In].Cl>C1COCC1.O.C(OCC)(=O)C>[Cl:17][C:16]1[C:2]([Cl:1])=[CH:3][C:4]2[NH:8][C:7]([C:9]([OH:14])([C:21]([CH3:22])=[C:20]=[CH2:19])[C:10]([F:13])([F:11])[F:12])=[N:6][C:5]=2[CH:15]=1. Reported procedure: 1-(5,6-Dichloro-1H-benzoimidazol-2-yl)-2,2,2-trifluoro-ethanone (0.61 g; 2.2 mmol), 1-bromo-2-butyne (1.7 mL; 18.8 mmol) and indium (2.49 g; 21.7 mmol) were suspended in THF (10 mL) and 0.045 M HCl (20 mL) and stirred vigorously overnight. The reaction mixture was diluted with water (60 mL) and ethyl acetate (40 mL), the layers were separated and the aqueous layer was extracted with ethyl acetate (3×20 mL). The combined extracts were washed with brine (50 mL) and dried over Na2SO4. The resulting... Reactants: ClC1=C(C=CC(=N1)C(=O)O)C1CC1 (6-Chloro-5-cyclopropyl-2-pyridinecarboxylic acid), Cl (HCl), FC([C@H](CCO)O)(F)F ((S)-4,4,4-trifluorobutane-1,3-diol), CC(C)([O-])C.[K+] (potassium tert-butoxide). The solvent is CN(C)C=O (DMF). Run at temperature 140 celsius, time 48 hour. Yields the product C1(CC1)C=1C=CC(=NC1O[C@@H](CCO)C(F)(F)F)C(=O)O (5-Cyclopropyl-6-((S)-3-hydroxy-1-trifluoromethyl-propoxy)-pyridine-2-carboxylic acid). Yield: 5.5%. As a reaction SMILES: Cl[C:2]1[N:7]=[C:6]([C:8]([OH:10])=[O:9])[CH:5]=[CH:4][C:3]=1[CH:11]1[CH2:13][CH2:12]1.[F:14][C:15]([F:22])([F:21])[C@@H:16]([OH:20])[CH2:17][CH2:18][OH:19].CC(C)([O-])C.[K+].Cl>CN(C=O)C>[CH:11]1([C:3]2[CH:4]=[CH:5][C:6]([C:8]([OH:10])=[O:9])=[N:7][C:2]=2[O:20][C@H:16]([C:15]([F:22])([F:21])[F:14])[CH2:17][CH2:18][OH:19])[CH2:13][CH2:12]1 |f:2.3|. Procedure: 6-Chloro-5-cyclopropyl-2-pyridinecarboxylic acid (CAN 1211530-95-8; 180 mg, 901 μmol), (S)-4,4,4-trifluorobutane-1,3-diol (394 mg, 2.73 mmol) and potassium tert-butoxide (307 mg, 2.73 mmol) were combined with DMF (3 mL) to give a white suspension. The reaction mixture was heated to 140° C. and stirred for 48 h. After cooling the mixture was poured into cold 1 M HCl (15 mL) and extracted with ethyl acetate (2×75 mL). The phases were combined, dried with Na2SO4 and concentrated in vacuo. The resid... Starting materials: O (water), BrCC(=O)N[C@@H]1CN(CC1)C(=O)OC(C)(C)C ((S)-3-(2-Bromoacetyl)amino-1-(tert-butoxycarbonyl)pyrrolidine), C([O-])([O-])=O.[K+].[K+] (potassium carbonate), N1CC(CC1)O (3-pyrrolidinol). Solvent: C(Cl)(Cl)Cl (chloroform), C(C)#N (acetonitrile). Reaction conditions: time 22 hour. Product: OC1CN(CC1)CC(=O)N[C@@H]1CN(CC1)C(=O)OC(C)(C)C ((S)-3-[2-(3-Hydroxypyrrolidin-1-yl)acetyl]amino-1-(tert-butoxycarbonyl)pyrrolidine). The yield is 77.7%. RXN SMILES: Br[CH2:2][C:3]([NH:5][C@H:6]1[CH2:10][CH2:9][N:8]([C:11]([O:13][C:14]([CH3:17])([CH3:16])[CH3:15])=[O:12])[CH2:7]1)=[O:4].C(=O)([O-])[O-].[K+].[K+].[NH:24]1[CH2:28][CH2:27][CH:26]([OH:29])[CH2:25]1.O>C(#N)C.C(Cl)(Cl)Cl>[OH:29][CH:26]1[CH2:27][CH2:28][N:24]([CH2:2][C:3]([NH:5][C@H:6]2[CH2:10][CH2:9][N:8]([C:11]([O:13][C:14]([CH3:17])([CH3:16])[CH3:15])=[O:12])[CH2:7]2)=[O:4])[CH2:25]1 |f:1.2.3|. Reported procedure: A suspension of (S)-3-(2-bromoacetyl)amino-1-(tert-butoxycarbonyl)pyrrolidine (671 mg) prepared in Example 113, Step A and potassium carbonate (604 mg) in acetonitrile (6 ml) was added with 3-pyrrolidinol (190 mg, Tokyo Kasei Kogyo), and the mixture was stirred at room temperature for 22 hours. The reaction mixture was added with water and chloroform, and the organic layer was separated. Further, the aqueous layer was extracted with chloroform, and the combined organic layer was dried over anhyd... Reactants: [Br-], CCCCCCCCCCCC[n+]1ccccc1C, C1CCNCC1, CN(C)c1ccc(C=O)cc1, CCO. Yields the product [Br-], CCCCCCCCCCCC[n+]1ccccc1C=Cc1ccc(N(C)C)cc1. As a reaction SMILES: [Br-:1].[CH2:2]([CH2:3][CH2:4][CH2:5][CH2:6][CH2:7][CH2:8][CH2:9][CH2:10][CH2:11][CH2:12][CH3:13])[n+:14]1[c:15]([CH3:20])[cH:16][cH:17][cH:18][cH:19]1.[CH2:32]1[CH2:33][CH2:34][NH:35][CH2:36][CH2:37]1.[CH3:21][N:22]([c:23]1[cH:24][cH:25][c:26]([CH:27]=[O:28])[cH:29][cH:30]1)[CH3:31].[CH3:38][CH2:39][OH:40]>>[Br-:1].[CH2:2]([CH2:3][CH2:4][CH2:5][CH2:6][CH2:7][CH2:8][CH2:9][CH2:10][CH2:11][CH2:12][CH3:13])[n+:14]1[c:15]([CH:20]=[CH:27][c:26]2[cH:25][cH:24][c:23]([N:22]([CH3:21])[CH3:31])[cH:30][cH:29]2)[cH:16][cH:17][cH:18][cH:19]1. The reactants are N=C(c1ccccc1)c1ccccc1, ClCCl, CC(=O)Cl, CO, ClCCCl, Nn1cncn1. Yields the product c1ccc(C(=Nn2cncn2)c2ccccc2)cc1. As a reaction SMILES: [C:11]([c:12]1[cH:13][cH:14][cH:15][cH:16][cH:17]1)([c:18]1[cH:19][cH:20][cH:21][cH:22][cH:23]1)=[NH:24].[CH2:31]([Cl:32])[Cl:33].[CH3:1][C:2](=[O:3])[Cl:4].[CH3:25][OH:26].[Cl:27][CH2:28][CH2:29][Cl:30].[NH2:5][n:6]1[n:7][cH:8][n:9][cH:10]1>>[N:5]([n:6]1[n:7][cH:8][n:9][cH:10]1)=[C:11]([c:12]1[cH:13][cH:14][cH:15][cH:16][cH:17]1)[c:18]1[cH:19][cH:20][cH:21][cH:22][cH:23]1. The reactants are Cc1ccc(CNc2ccccc2[N+](=O)[O-])o1, CO, [H][H], N, c1ccsc1. Product: Cc1ccc(CNc2ccccc2N)o1. Reaction SMILES: [CH3:1][c:2]1[cH:3][cH:4][c:5]([CH2:7][NH:8][c:9]2[c:10]([N+:15]([O-:16])=[O:17])[cH:11][cH:12][cH:13][cH:14]2)[o:6]1.[CH3:26][OH:27].[H:24][H:25].[NH3:23].[cH:18]1[cH:19][s:20][cH:21][cH:22]1>>[CH3:1][c:2]1[cH:3][cH:4][c:5]([CH2:7][NH:8][c:9]2[c:10]([NH2:15])[cH:11][cH:12][cH:13][cH:14]2)[o:6]1. Starting materials: C(C)(C)(C)C1=CC=C(S1)C=O (5-t-butyl-2-thiophenecarboxaldehyde), CS(=O)C (DMSO), [H-].[Na+] (Sodium hydride), O (water). The reagents and catalysts are [Br-].C[P+](C1=CC=CC=C1)(C1=CC=CC=C1)C1=CC=CC=C1 (methyltriphenylphosphonium bromide). Run in petroleum ether. Run at temperature 15 celsius, time 2 hour. Yields the product C(C)(C)(C)C1=CC=C(S1)C=C ((5-t-butylthiophen-2-yl)-ethylene). Isolated yield 25.0%. RXN SMILES: [H-].[Na+].[C:3]([C:7]1[S:11][C:10]([CH:12]=O)=[CH:9][CH:8]=1)([CH3:6])([CH3:5])[CH3:4].O.[CH3:15]S(C)=O>[Br-].C[P+](C1C=CC=CC=1)(C1C=CC=CC=1)C1C=CC=CC=1>[C:3]([C:7]1[S:11][C:10]([CH:12]=[CH2:15])=[CH:9][CH:8]=1)([CH3:6])([CH3:5])[CH3:4] |f:0.1,5.6|. Reported procedure: Sodium hydride (6.05 g-50% suspension in oil, 0.126 mol) was washed with petroleum ether, suspended in dry DMSO (90 ml) and heated with stirring at 60°-70° C. for 2 hours. The reaction mixture was then cooled to 15° C. and methyltriphenylphosphonium bromide (44.5 g, 0.125 mmol) was added portionwise with rapid stirring over a 1/2 hour period. The reaction mixture was stirred at room temperature for a further 1 hour after the addition and 5-t-butyl-2-thiophenecarboxaldehyde (21.01 g, 0.125 mol) w... Yields the product OCc1c(Cl)ccc2sc(=S)[nH]c12. Reactants: [Al+3], O=C(O)c1c(Cl)ccc2sc(=S)[nH]c12, [H-], [H-], [H-], [H-], [Li+], C1CCOC1. As a reaction SMILES: [Al+3:2].[Cl:7][c:8]1[cH:9][cH:10][c:11]2[c:12]([nH:13][c:14](=[S:16])[s:15]2)[c:17]1[C:18](=[O:19])[OH:20].[H-:1].[H-:4].[H-:5].[H-:6].[Li+:3].[O:21]1[CH2:22][CH2:23][CH2:24][CH2:25]1>>[Cl:7][c:8]1[cH:9][cH:10][c:11]2[c:12]([nH:13][c:14](=[S:16])[s:15]2)[c:17]1[CH2:18][OH:19].